From a dataset of the Open Reaction Database (ORD), a public repository of structured organic reaction records. describe an organic reaction: reactants, conditions, products, and yield The reactants are N(=[N+]=[N-])C1CCC2(OCCO2)CC1 (8-azido-1,4-dioxa-spiro[4.5]decane), C[Si](C#CC)(C)C (1-(trimethylsilyl)propyne). Conditions: time 2 hour. Product: O1CCOC12CCC(CC2)N2N=NC(=C2)[Si](C)(C)C (1-(1,4-dioxa-spiro[4.5]dec-8-yl)-4-trimethylsilanyl-1H-[1,2,3]triazole). RXN SMILES: [N:1]([CH:4]1[CH2:13][CH2:12][C:7]2([O:11][CH2:10][CH2:9][O:8]2)[CH2:6][CH2:5]1)=[N+:2]=[N-:3].[CH3:14][Si:15]([CH3:20])([CH3:19])[C:16]#[C:17]C>>[O:11]1[C:7]2([CH2:6][CH2:5][CH:4]([N:1]3[CH:17]=[C:16]([Si:15]([CH3:20])([CH3:19])[CH3:14])[N:3]=[N:2]3)[CH2:13][CH2:12]2)[O:8][CH2:9][CH2:10]1. Reported procedure: A mixture of 8-azido-1,4-dioxa-spiro[4.5]decane (1.00 g, 5.43 mmol) and 1-(trimethylsilyl)propyne (3.76 mL, 27.1 mmol) is submitted to microwave at 120° C. for 2 h. The mixture is concentrated under vacuum to remove the excess of 1-(trimethylsilyl)propyne and crude 1-(1,4-dioxa-spiro[4.5]dec-8-yl)-4-trimethylsilanyl-1H-[1,2,3]triazole is obtained. Starting materials: C(C1=CC=CC=C1)OC(=O)N1CCC(CC1)C(NC1=NC=NC(=C1)Cl)=O (4-(6-chloro-pyrimidin-4-ylcarbamoyl)-piperidine-1-carboxylic acid benzyl ester), C1(CC1)COC1=C(C=CC=C1)B(O)O (2-(cyclopropylmethoxy)phenyl boronic acid), C1(=CC=CC=C1)P(C1=CC=CC=C1)C1=CC=CC=C1 (triphenylphosphine). The reagents and catalysts are C(C)(=O)[O-].[Pd+2].C(C)(=O)[O-] (palladium(II) acetate). Solvent: C([O-])([O-])=O.[Na+].[Na+] (sodium carbonate), O1CCOCC1 (1,4-dioxane). Run at temperature 110 celsius. Product: C(C1=CC=CC=C1)OC(=O)N1CCC(CC1)C(NC1=NC=NC(=C1)C1=C(C=CC=C1)OCC1CC1)=O (4-[6-(2-cyclopropylmethoxy-phenyl)-pyrimidin-4-ylcarbamoyl]-piperidine-1-carboxylic acid benzyl ester). Isolated yield 51.4%. Reaction SMILES: [CH2:1]([O:8][C:9]([N:11]1[CH2:16][CH2:15][CH:14]([C:17](=[O:26])[NH:18][C:19]2[CH:24]=[C:23](Cl)[N:22]=[CH:21][N:20]=2)[CH2:13][CH2:12]1)=[O:10])[C:2]1[CH:7]=[CH:6][CH:5]=[CH:4][CH:3]=1.[CH:27]1([CH2:30][O:31][C:32]2[CH:37]=[CH:36][CH:35]=[CH:34][C:33]=2B(O)O)[CH2:29][CH2:28]1.C1(P(C2C=CC=CC=2)C2C=CC=CC=2)C=CC=CC=1>C(=O)([O-])[O-].[Na+].[Na+].O1CCOCC1.C([O-])(=O)C.[Pd+2].C([O-])(=O)C>[CH2:1]([O:8][C:9]([N:11]1[CH2:16][CH2:15][CH:14]([C:17](=[O:26])[NH:18][C:19]2[CH:24]=[C:23]([C:37]3[CH:36]=[CH:35][CH:34]=[CH:33][C:32]=3[O:31][CH2:30][CH:27]3[CH2:28][CH2:29]3)[N:22]=[CH:21][N:20]=2)[CH2:13][CH2:12]1)=[O:10])[C:2]1[CH:7]=[CH:6][CH:5]=[CH:4][CH:3]=1 |f:3.4.5,7.8.9|. Reported procedure: To the stirred mixture of 4-(6-chloro-pyrimidin-4-ylcarbamoyl)-piperidine-1-carboxylic acid benzyl ester (VIII) (0.59 g, 1.6 mmol) and 2-(cyclopropylmethoxy)phenyl boronic acid (0.34 g, 1.9 mmol) in saturated sodium carbonate solution (5 ml) and 1,4-dioxane (5 ml) was added palladium(II) acetate (0.071 g, 0.32 mmol) followed by triphenylphosphine (0.083 g, 0.32 mmol) at room temperature under an atmosphere of nitrogen. The resulting mixture was heated to reflux at 110° C. for one hour and monito... The reactants are COC1=CC=C(C(C2=CC=C(C=C2)OC)(C2=CC=CC=C2)OCC=2C=C(CNC(=S)NCC3=NC(=CC=C3)CO[Si](C)(C)C(C)(C)C)C=CC2)C=C1 (N-[3-(4,4′-dimethoxytrityloxymethyl)benzyl]-N′-{[6-(tert-butyldimethylsilyloxymethyl)pyridin-2-yl]methyl}thiourea). The solvent is C1CCOC1 (THF). The product is COC1=CC=C(C(C2=CC=C(C=C2)OC)(C2=CC=CC=C2)OCC=2C=C(CNC(=S)NCC3=NC(=CC=C3)CO)C=CC2)C=C1 (N-[3-(4,4′-dimethoxytrityloxymethyl)benzyl]-N′-[(6-hydroxymethylpyridin-2-yl)methyl]thiourea). The yield is 52.9%. Reaction SMILES: [CH3:1][O:2][C:3]1[CH:52]=[CH:51][C:6]([C:7]([O:22][CH2:23][C:24]2[CH:25]=[C:26]([CH:48]=[CH:49][CH:50]=2)[CH2:27][NH:28][C:29]([NH:31][CH2:32][C:33]2[CH:38]=[CH:37][CH:36]=[C:35]([CH2:39][O:40][Si](C(C)(C)C)(C)C)[N:34]=2)=[S:30])([C:16]2[CH:21]=[CH:20][CH:19]=[CH:18][CH:17]=2)[C:8]2[CH:13]=[CH:12][C:11]([O:14][CH3:15])=[CH:10][CH:9]=2)=[CH:5][CH:4]=1>C1COCC1>[CH3:15][O:14][C:11]1[CH:10]=[CH:9][C:8]([C:7]([O:22][CH2:23][C:24]2[CH:25]=[C:26]([CH:48]=[CH:49][CH:50]=2)[CH2:27][NH:28][C:29]([NH:31][CH2:32][C:33]2[CH:38]=[CH:37][CH:36]=[C:35]([CH2:39][OH:40])[N:34]=2)=[S:30])([C:16]2[CH:17]=[CH:18][CH:19]=[CH:20][CH:21]=2)[C:6]2[CH:5]=[CH:4][C:3]([O:2][CH3:1])=[CH:52][CH:51]=2)=[CH:13][CH:12]=1. Reported procedure: N-[3-(4,4′-Dimethoxytrityloxymethyl)benzyl]-N′-{[6-(tert-butyldimethylsilyloxymethyl)pyridin-2-yl]methyl}thiourea (22) (316 mg, 0.43 mmol) was suspended in THF (2.2 mL). The air was evacuated from the reaction system, and then Ar was charged therein. The suspension was stirred at a room temperature. To the suspension was added 1.0M TBAF in THF (0.48 mL). The mixture was further stirred for 12 hours. TLC was used to confirm there was no starting material in the mixture. Then, the reaction mixture... The reactants are COC(=O)C=1C(=C2C=C(C(N(C2=C(N1)C=1C=NC=CC1)CC1=CC=CC=C1)=O)C1=CC=CC=C1)O (1-benzyl-5-hydroxy-2-oxo-3-phenyl-8-pyridin-3-yl-1,2-dihydro-[1,7]naphthyridine-6-carboxylic acid methyl ester), [OH-].[Na+] (NaOH), CO (MeOH). Solvent: C1CCOC1 (THF). Conditions: time 8 hour. The product is C(C1=CC=CC=C1)N1C(C(=CC2=C(C(=NC(=C12)C=1C=NC=CC1)C(=O)O)O)C1=CC=CC=C1)=O (1-benzyl-5-hydroxy-2-oxo-3-phenyl-8-pyridin-3-yl-1,2-dihydro-[1,7]naphthyridine-6-carboxylic acid). The yield is 101.6%. As a reaction SMILES: C[O:2][C:3]([C:5]1[C:6]([OH:35])=[C:7]2[C:12](=[C:13]([C:15]3[CH:16]=[N:17][CH:18]=[CH:19][CH:20]=3)[N:14]=1)[N:11]([CH2:21][C:22]1[CH:27]=[CH:26][CH:25]=[CH:24][CH:23]=1)[C:10](=[O:28])[C:9]([C:29]1[CH:34]=[CH:33][CH:32]=[CH:31][CH:30]=1)=[CH:8]2)=[O:4].[OH-].[Na+].CO>C1COCC1>[CH2:21]([N:11]1[C:12]2[C:7](=[C:6]([OH:35])[C:5]([C:3]([OH:4])=[O:2])=[N:14][C:13]=2[C:15]2[CH:16]=[N:17][CH:18]=[CH:19][CH:20]=2)[CH:8]=[C:9]([C:29]2[CH:34]=[CH:33][CH:32]=[CH:31][CH:30]=2)[C:10]1=[O:28])[C:22]1[CH:27]=[CH:26][CH:25]=[CH:24][CH:23]=1 |f:1.2|. Reported procedure: A mixture of 1-benzyl-5-hydroxy-2-oxo-3-phenyl-8-pyridin-3-yl-1,2-dihydro-[1,7]naphthyridine-6-carboxylic acid methyl ester (105 mg, 0.23 mmol), 2 M NaOH (3 mL), MeOH (3 mL) and THF (3 mL) was stirred at r.t. overnight, then concentrated to approximately one-third of its original volume. 1 M HCl was added to acidify the mixture, and the resulting suspension was extracted with EtOAc. The organic layer was dried over MgSO4 and concentrated to give 105 mg of 1-benzyl-5-hydroxy-2-oxo-3-phenyl-8-pyri... Reactants: OC1=CC(=CC=C1)O (1,3-Dihydroxybenzene), [H-].[Na+] (sodium hydride), Cl.ClC1=CC=NC2=CC(=C(C=C12)C#N)OCCOC (4-Chloro-6-cyano-7-(2-methoxyethoxy)quinoline hydrochloride). The solvent is CN(C)C=O (DMF). Reaction conditions: temperature 100 celsius, time 30 minute. The product is C(#N)C=1C=C2C(=CC=NC2=CC1OCCOC)OC1=CC(=CC=C1)O (6-cyano-4-(3-hydroxyphenoxy)-7-(2-methoxyethoxy)quinoline). Yield: 34.2%. As a reaction SMILES: [OH:1][C:2]1[CH:7]=[CH:6][CH:5]=[C:4]([OH:8])[CH:3]=1.[H-].[Na+].Cl.Cl[C:13]1[C:22]2[C:17](=[CH:18][C:19]([O:25][CH2:26][CH2:27][O:28][CH3:29])=[C:20]([C:23]#[N:24])[CH:21]=2)[N:16]=[CH:15][CH:14]=1>CN(C=O)C>[C:23]([C:20]1[CH:21]=[C:22]2[C:17](=[CH:18][C:19]=1[O:25][CH2:26][CH2:27][O:28][CH3:29])[N:16]=[CH:15][CH:14]=[C:13]2[O:1][C:2]1[CH:7]=[CH:6][CH:5]=[C:4]([OH:8])[CH:3]=1)#[N:24] |f:1.2,3.4|. Procedure: 1,3-Dihydroxybenzene (110 mg, 1 mmol) was added to a stirred suspension of sodium hydride (60 mg, 2 mmol) in DMF (10 ml) and the mixture was stirred for 30 minutes. 4-Chloro-6-cyano-7-(2-methoxyethoxy)quinoline hydrochloride (300 mg 1 mmol), (prepared as described for the starting material in Example 1), was added and the mixture was heated at 100° C. for 4 hours. The mixture was allowed to cool, was quenched with water and extracted with ethyl acetate (2×75 ml). The extracts were combined, wash...